This data is from the Open Reaction Database (ORD), a public repository of structured organic reaction records. The task is: describe an organic reaction: reactants, conditions, products, and yield Starting materials: CCCCCCCCCCCCCCCCCC(=O)Cl, C1CCOC1, N#CN, [Na]. The product is CCCCCCCCCCCCCCCCCC(=O)NC#N. RXN SMILES: [C:1]([CH2:2][CH2:3][CH2:4][CH2:5][CH2:6][CH2:7][CH2:8][CH2:9][CH2:10][CH2:11][CH2:12][CH2:13][CH2:14][CH2:15][CH2:16][CH2:17][CH3:18])(=[O:19])[Cl:20].[CH2:25]1[O:26][CH2:27][CH2:28][CH2:29]1.[N:21]#[C:22][NH2:23].[Na:24]>>[C:1]([CH2:2][CH2:3][CH2:4][CH2:5][CH2:6][CH2:7][CH2:8][CH2:9][CH2:10][CH2:11][CH2:12][CH2:13][CH2:14][CH2:15][CH2:16][CH2:17][CH3:18])(=[O:19])[NH:23][C:22]#[N:21]. Procedure details: The solution of 18.7 g of 8-benzyl-3-n-heptyl-4-hydroxy-4-methyl-2-oxo-1-oxa-3,8-diazaspiro[4,5]decane in 40 ml of benzyl alcohol is heated at 160° C. for 5 hours while the water formed in the reaction is azeotropically distilled off. Thereafter, the mixture is evaporated under reduced pressure. After taking up the residue in chloroform the solution is dried over anhydrous magnesium sulfate, filtered off and evaporated under reduced pressure. The crude product obtained is recrystallized from n-h... Product: C(C1=CC=CC=C1)N1CCC2(C(N(C(O2)=O)CCCCCCC)=C)CC1 (8-benzyl-3-n-heptyl-4-methylene-2-oxo-1-oxa-3,8-diazaspiro[4,5]decane). RXN SMILES: [CH2:1]([N:8]1[CH2:27][CH2:26][C:11]2([O:15][C:14](=[O:16])[N:13]([CH2:17][CH2:18][CH2:19][CH2:20][CH2:21][CH2:22][CH3:23])[C:12]2(O)[CH3:24])[CH2:10][CH2:9]1)[C:2]1[CH:7]=[CH:6][CH:5]=[CH:4][CH:3]=1.O>C(O)C1C=CC=CC=1>[CH2:1]([N:8]1[CH2:27][CH2:26][C:11]2([O:15][C:14](=[O:16])[N:13]([CH2:17][CH2:18][CH2:19][CH2:20][CH2:21][CH2:22][CH3:23])[C:12]2=[CH2:24])[CH2:10][CH2:9]1)[C:2]1[CH:3]=[CH:4][CH:5]=[CH:6][CH:7]=1. Solvent: C(C1=CC=CC=C1)O (benzyl alcohol). Isolated yield 81.0%. Starting materials: C(C1=CC=CC=C1)N1CCC2(C(N(C(O2)=O)CCCCCCC)(C)O)CC1 (8-benzyl-3-n-heptyl-4-hydroxy-4-methyl-2-oxo-1-oxa-3,8-diazaspiro[4,5]decane), O (water). Reactants: O=C([O-])[O-], c1ccc(CN2CCNCC2)cc1, CN(C)C=O, O=Cc1c(F)cccc1F, [K+], [K+]. Yields the product O=Cc1c(F)cccc1N1CCN(Cc2ccccc2)CC1. Reaction SMILES: [C:24](=[O:25])([O-:26])[O-:27].[CH2:11]([c:12]1[cH:13][cH:14][cH:15][cH:16][cH:17]1)[N:18]1[CH2:19][CH2:20][NH:21][CH2:22][CH2:23]1.[CH3:30][N:31]([CH3:32])[CH:33]=[O:34].[F:1][c:2]1[c:3]([CH:4]=[O:5])[c:6]([F:10])[cH:7][cH:8][cH:9]1.[K+:28].[K+:29]>>[c:2]1([N:21]2[CH2:20][CH2:19][N:18]([CH2:11][c:12]3[cH:13][cH:14][cH:15][cH:16][cH:17]3)[CH2:23][CH2:22]2)[c:3]([CH:4]=[O:5])[c:6]([F:10])[cH:7][cH:8][cH:9]1. Reactants: CC(=O)OI1(OC(C)=O)(OC(C)=O)OC(=O)c2ccccc21, CCOC(C)=O, ClCCl, CC1C(c2cc(C(F)(F)F)cc(C(F)(F)F)c2)OC(=O)N1Cc1cc(C(F)(F)F)ccc1-c1nc(CO)cs1. Product: CC1C(c2cc(C(F)(F)F)cc(C(F)(F)F)c2)OC(=O)N1Cc1cc(C(F)(F)F)ccc1-c1nc(C=O)cs1. As a reaction SMILES: [CH3:40][C:41]([O:42][I:43]1([O:53][C:54]([CH3:55])=[O:56])([O:57][C:58]([CH3:59])=[O:60])[c:44]2[c:45]([cH:46][cH:47][cH:48][cH:49]2)[C:50](=[O:51])[O:52]1)=[O:61].[CH3:65][CH2:66][O:67][C:68]([CH3:69])=[O:70].[Cl:62][CH2:63][Cl:64].[F:1][C:2]([c:3]1[cH:4][c:5]([CH:13]2[CH:14]([CH3:37])[N:15]([CH2:19][c:20]3[c:21](-[c:30]4[s:31][cH:32][c:33]([CH2:35][OH:36])[n:34]4)[cH:22][cH:23][c:24]([C:26]([F:27])([F:28])[F:29])[cH:25]3)[C:16](=[O:18])[O:17]2)[cH:6][c:7]([C:9]([F:10])([F:11])[F:12])[cH:8]1)([F:38])[F:39]>>[F:1][C:2]([c:3]1[cH:4][c:5]([CH:13]2[CH:14]([CH3:37])[N:15]([CH2:19][c:20]3[c:21](-[c:30]4[s:31][cH:32][c:33]([CH:35]=[O:36])[n:34]4)[cH:22][cH:23][c:24]([C:26]([F:27])([F:28])[F:29])[cH:25]3)[C:16](=[O:18])[O:17]2)[cH:6][c:7]([C:9]([F:10])([F:11])[F:12])[cH:8]1)([F:38])[F:39].